This data is from the Open Reaction Database (ORD), a public repository of structured organic reaction records. The task is: describe an organic reaction: reactants, conditions, products, and yield The solvent is C(C)O (ethanol). Product: CS(=O)(=O)O.NC=1C=C(C(=CC1F)F)N1C=C(C(C2=CC(=C(N=C12)N1C[C@H](CC1)NC([C@@H](N)C(C)C)=O)F)=O)C(=O)O (1-(3-amino-4,6-difluorophenyl)-6-fluoro-7-[(3S)-3-(L-valyl-amino)pyrrolidin-1-yl]-1,4-dihydro-4-oxo-1,8-naphthyridine-3-carboxylic acid monomethanesulfonic acid salt). The yield is 137.5%. As a reaction SMILES: [NH2:1][C:2]1[CH:3]=[C:4]([N:10]2[C:19]3[C:14](=[CH:15][C:16]([F:33])=[C:17]([N:20]4[CH2:24][CH2:23][C@H:22]([NH:25][C:26](=[O:32])[C@H:27]([CH:29]([CH3:31])[CH3:30])[NH2:28])[CH2:21]4)[N:18]=3)[C:13](=[O:34])[C:12]([C:35]([OH:37])=[O:36])=[CH:11]2)[C:5]([F:9])=[CH:6][C:7]=1[F:8].[CH3:38][S:39]([OH:42])(=[O:41])=[O:40]>C(O)C>[CH3:38][S:39]([OH:42])(=[O:41])=[O:40].[NH2:1][C:2]1[CH:3]=[C:4]([N:10]2[C:19]3[C:14](=[CH:15][C:16]([F:33])=[C:17]([N:20]4[CH2:24][CH2:23][C@H:22]([NH:25][C:26](=[O:32])[C@H:27]([CH:29]([CH3:31])[CH3:30])[NH2:28])[CH2:21]4)[N:18]=3)[C:13](=[O:34])[C:12]([C:35]([OH:37])=[O:36])=[CH:11]2)[C:5]([F:9])=[CH:6][C:7]=1[F:8] |f:3.4|. The reactants are NC=1C=C(C(=CC1F)F)N1C=C(C(C2=CC(=C(N=C12)N1C[C@H](CC1)NC([C@@H](N)C(C)C)=O)F)=O)C(=O)O (1-(3-amino-4,6-difluorophenyl)-6-fluoro-7-[(3S)-3-(L-valylamino)pyrrolidin-1-yl]-1,4-dihydro-4-oxo-1,8-naphthyridine-3-carboxylic acid), CS(=O)(=O)O (methanesulfonic acid). Procedure: To 4 ml of ethanol were added 215 mg of 1-(3-amino-4,6-difluorophenyl)-6-fluoro-7-[(3S)-3-(L-valylamino)pyrrolidin-1-yl]-1,4-dihydro-4-oxo-1,8-naphthyridine-3-carboxylic acid and 24 mg of methanesulfonic acid. The mixture was stirred and heated at reflux for 30 minutes. The solution was allowed to cool down and the precipitate was collected by filtration, washed with ethanol and then diisopropyl ether, and-air dried to give 211 mg of the title compound. Reactants: [BH3-]C#N, CC(=O)O, CC(C)=O, CO, C=CCC(c1cccc(Cl)c1)C(C)(N)c1ccc(Cl)cc1, [Na+]. Product: C=CCC(c1cccc(Cl)c1)C(C)(NC(C)C)c1ccc(Cl)cc1. As a reaction SMILES: [C:30]([BH3-:31])#[N:32].[CH3:22][C:23](=[O:24])[OH:25].[CH3:26][C:27]([CH3:28])=[O:29].[CH3:34][OH:35].[Cl:1][c:2]1[cH:3][c:4]([CH:8]([C:9]([CH3:10])([NH2:11])[c:12]2[cH:13][cH:14][c:15]([Cl:18])[cH:16][cH:17]2)[CH2:19][CH:20]=[CH2:21])[cH:5][cH:6][cH:7]1.[Na+:33]>>[Cl:1][c:2]1[cH:3][c:4]([CH:8]([C:9]([CH3:10])([NH:11][CH:27]([CH3:26])[CH3:28])[c:12]2[cH:13][cH:14][c:15]([Cl:18])[cH:16][cH:17]2)[CH2:19][CH:20]=[CH2:21])[cH:5][cH:6][cH:7]1. The reactants are [BH4-].[Na+] (sodium borohydride), OCCCCCN1CCN(CC1)C1=CC=CC(=N1)C1=CC=C2C(CCC(C2=C1)=O)(C)C (7-{6-[4-(5-hydroxypentyl)piperazin-1-yl]pyridin-2-yl}-4,4-dimethyl-3,4-dihydro-2H-naphthalen-1-one), O (water). Run in CO (methanol), C1CCOC1 (THF). Run at time 30 minute. Yields the product OCCCCCN1CCN(CC1)C1=CC=CC(=N1)C1=CC=C2C(CCC(C2=C1)O)(C)C (7-{6-[4-(5-Hydroxypentyl)piperazin-1-yl]pyridin-2-yl}-4,4-dimethyl-1,2,3,4-tetrahydronaphthalen-1-ol). RXN SMILES: [OH:1][CH2:2][CH2:3][CH2:4][CH2:5][CH2:6][N:7]1[CH2:12][CH2:11][N:10]([C:13]2[N:18]=[C:17]([C:19]3[CH:28]=[C:27]4[C:22]([C:23]([CH3:31])([CH3:30])[CH2:24][CH2:25][C:26]4=[O:29])=[CH:21][CH:20]=3)[CH:16]=[CH:15][CH:14]=2)[CH2:9][CH2:8]1.[BH4-].[Na+].O>C1COCC1.CO>[OH:1][CH2:2][CH2:3][CH2:4][CH2:5][CH2:6][N:7]1[CH2:8][CH2:9][N:10]([C:13]2[N:18]=[C:17]([C:19]3[CH:28]=[C:27]4[C:22]([C:23]([CH3:31])([CH3:30])[CH2:24][CH2:25][CH:26]4[OH:29])=[CH:21][CH:20]=3)[CH:16]=[CH:15][CH:14]=2)[CH2:11][CH2:12]1 |f:1.2|. Procedure details: 50 mg (0.12 mmol) of 7-{6-[4-(5-hydroxypentyl)piperazin-1-yl]pyridin-2-yl}-4,4-dimethyl-3,4-dihydro-2H-naphthalen-1-one are dissolved in 0.5 ml of THF and 1 ml of methanol, cooled to 0° C., and 4.5 mg (0.12 mmol) of sodium borohydride are added. The reaction mixture is stirred for 30 min, water is added, and the mixture is extracted with ethyl acetate, dried and evaporated. The crude product is purified by means of prep HPLC and subsequently converted into the hydrochloride using methanolic HCl. Reactants: [C-]#N, CS(C)=O, Cn1cncc1C(O)(c1ccc(CCl)cc1)c1ccc2c(c1)c(-c1cccc(Cl)c1)cc(=O)n2C, [K+], [K+], [Na+], O=C([O-])[O-], O. The product is Cn1cncc1C(O)(c1ccc(CC#N)cc1)c1ccc2c(c1)c(-c1cccc(Cl)c1)cc(=O)n2C. RXN SMILES: [C-:36]#[N:37].[CH3:46][S:47]([CH3:48])=[O:49].[Cl:1][CH2:2][c:3]1[cH:4][cH:5][c:6]([C:9]([c:10]2[cH:11][c:12]3[c:13](-[c:22]4[cH:23][c:24]([Cl:28])[cH:25][cH:26][cH:27]4)[cH:14][c:15](=[O:21])[n:16]([CH3:20])[c:17]3[cH:18][cH:19]2)([c:29]2[cH:30][n:31][cH:32][n:33]2[CH3:34])[OH:35])[cH:7][cH:8]1.[K+:40].[K+:41].[Na+:38].[O-:42][C:43]([O-:44])=[O:45].[OH2:39]>>[CH2:2]([c:3]1[cH:4][cH:5][c:6]([C:9]([c:10]2[cH:11][c:12]3[c:13](-[c:22]4[cH:23][c:24]([Cl:28])[cH:25][cH:26][cH:27]4)[cH:14][c:15](=[O:21])[n:16]([CH3:20])[c:17]3[cH:18][cH:19]2)([c:29]2[cH:30][n:31][cH:32][n:33]2[CH3:34])[OH:35])[cH:7][cH:8]1)[C:36]#[N:37]. The reactants are CC=1C=C(C=C(OCCCON)C1)OS(=O)(=O)C1=C(C=CC=C1)S(=O)(=O)N(CCN(C)C)C (3-[5-methyl-3-(2-(N-methyl-N-(2-(N,N-dimethylamino)ethyl)aminosulfonyl)phenylsulfonyloxy)phenoxy]propoxyamine), Cl.N1(N=CC=C1)C(=N)N (1H-pyrazole-1-carboxamidine hydrochloride). Run in CN(C=O)C (N,N-dimethylformamide). Product: Cl.CC=1C=C(C=C(OCCCONC(=N)N)C1)OS(=O)(=O)C1=C(C=CC=C1)S(=O)(=O)N(CCN(C)C)C (3-[5-Methyl-3-(2-(N-methyl-N-(2-(N,N-dimethylamino)ethyl)aminosulfonyl)phenylsulfonyloxy)phenoxy]propoxyguanidine hydrochloride). Isolated yield 90.7%. Reaction SMILES: [CH3:1][C:2]1[CH:3]=[C:4]([O:14][S:15]([C:18]2[CH:23]=[CH:22][CH:21]=[CH:20][C:19]=2[S:24]([N:27]([CH3:33])[CH2:28][CH2:29][N:30]([CH3:32])[CH3:31])(=[O:26])=[O:25])(=[O:17])=[O:16])[CH:5]=[C:6]([CH:13]=1)[O:7][CH2:8][CH2:9][CH2:10][O:11][NH2:12].[ClH:34].[N:35]1([C:40](N)=[NH:41])C=CC=N1>CN(C)C=O>[ClH:34].[CH3:1][C:2]1[CH:3]=[C:4]([O:14][S:15]([C:18]2[CH:23]=[CH:22][CH:21]=[CH:20][C:19]=2[S:24]([N:27]([CH3:33])[CH2:28][CH2:29][N:30]([CH3:31])[CH3:32])(=[O:26])=[O:25])(=[O:16])=[O:17])[CH:5]=[C:6]([CH:13]=1)[O:7][CH2:8][CH2:9][CH2:10][O:11][NH:12][C:40]([NH2:41])=[NH:35] |f:1.2,4.5|. Procedure: A mixture of 3-[5-methyl-3-(2-(N-methyl-N-(2-(N,N-dimethylamino)ethyl)aminosulfonyl)phenylsulfonyloxy)phenoxy]propoxyamine (94 mg, 0.19 mmol) and 1H-pyrazole-1-carboxamidine hydrochloride (57 mg, 0.39 mmol), in N,N-dimethylformamide (8 mL) was stirred at room temperature for 18 hours then concentrated in vacuo. The residue was dissolved in acetonitrile, filtered, and the filtrate concentrated to an oil. This was dissolved in dilute HCl (pH 3), washed with diethyl ether, basified with aqueous NaH... Reactants: C(C(=O)[O-])(=O)[O-].[Cu+2] (copper oxalate), C1CC(=O)N(C1=O)Br (NBS), [Mo](=O)(=O)=O (molybdenum trioxide), C.C1(=NC(=NC(=N1)N)N)N.C1(=NC(=NC(=N1)N)N)N (melamine molybdate), compound. The product is [Mo]=O (molybdenum oxide), C(C(=O)[O-])(=O)[O-].[Cu+2] (copper oxalate). As a reaction SMILES: [Mo:1](=O)(=O)=[O:2].C.C1(N)N=C(N)N=C(N)N=1.C1(N)N=C(N)N=C(N)N=1.[C:24]([O-:29])(=[O:28])[C:25]([O-:27])=[O:26].[Cu+2:30].C1C(=O)N(Br)C(=O)C1>>[Mo:1]=[O:2].[C:24]([O-:29])(=[O:28])[C:25]([O-:27])=[O:26].[Cu+2:30] |f:1.2.3,4.5,8.9|. Procedure details: When molybdenum trioxide is substituted for the melamine molybdate in combination with the copper oxalate in the above compound, no practical synergism is noted with this combination. For example, in the flaming mode NBS smoke test Dm /g values of about 23 (58.8% smoke reduction relative to the standard compound of Example I) were obtained with ratios of 1.0 molybdenum oxide and 4.0 copper oxalate, 2.0 molybdenum oxide and 3.0 copper oxalate, 3.0 molybdenum oxide and 2.0 copper oxalate, 4.0 moly... Reactants: ClC1=C(C#N)C=C(C=C1)[N+](=O)[O-] (2-Chloro-5-nitrobenzonitrile), C(C)(C)N(CC)C(C)C (diisopropylethylamine), NC1=CC=CC=C1 (aniline), CN1CCCC1 (N-methylpyrollidine). Solvent: CCOC(=O)C (EtOAc). Yields the product [N+](=O)([O-])C=1C=CC(=C(C#N)C1)NC1=CC=CC=C1 (5-nitro-2-phenylaminobenzonitrile). Isolated yield 88.0%. Reaction SMILES: Cl[C:2]1[CH:9]=[CH:8][C:7]([N+:10]([O-:12])=[O:11])=[CH:6][C:3]=1[C:4]#[N:5].[NH2:13][C:14]1[CH:19]=[CH:18][CH:17]=[CH:16][CH:15]=1.CN1CCCC1.C(N(C(C)C)CC)(C)C>CCOC(C)=O>[N+:10]([C:7]1[CH:8]=[CH:9][C:2]([NH:13][C:14]2[CH:19]=[CH:18][CH:17]=[CH:16][CH:15]=2)=[C:3]([CH:6]=1)[C:4]#[N:5])([O-:12])=[O:11]. Procedure: 2-Chloro-5-nitrobenzonitrile (Aldrich) (3.64 grams (hereinafter “g”), 20 millimoles (hereinafter “mmol”), aniline (2 milliliter (hereinafter “mL”), 22 mmol), N-methylpyrollidine (10 mL) and diisopropylethylamine (4 mL) were combined and heated to 120° under Ar for 18 hours (hereinafter “h”), cooled, poured into EtOAc (150 mL), washed with H2O (3×50 mL) and saturated aqueous (hereinafter “satd. aq.) NaCl (50 mL), dried (Na2SO4), concentrated, and the residue was triturated with hexane, filtered a...